This data is from the Open Reaction Database (ORD), a public repository of structured organic reaction records. The task is: describe an organic reaction: reactants, conditions, products, and yield The reactants are C(C)(C)(C)C1=CC=C(C=C1)SC1=C(C=C(C=C1)NC(C1=CC(=CC=C1)C(F)(F)F)=O)[N+](=O)[O-] (N-[4-(4-tert-Butyl-phenylsulfanyl)-3-nitro-phenyl]-3-trifluoromethyl-benzamide), C(=O)([O-])[O-].[K+].[K+] (K2CO3), CC1=CC=C(C=C1)S (4-methyl-benzenethiol). The solvent is CN(C)C=O (DMF), O (water). Reaction conditions: temperature 80 celsius. The product is [N+](=O)([O-])C=1C=C(C=CC1SC1=CC=C(C=C1)C)NC(C1=CC(=CC=C1)C(F)(F)F)=O (N-(3-Nitro-4-p-tolylsulfanyl-phenyl)-3-trifluoromethyl-benzamide). RXN SMILES: [C:1]([C:5]1[CH:10]=[CH:9][C:8]([S:11][C:12]2[CH:17]=[CH:16][C:15]([NH:18][C:19](=[O:30])[C:20]3[CH:25]=[CH:24][CH:23]=[C:22]([C:26]([F:29])([F:28])[F:27])[CH:21]=3)=[CH:14][C:13]=2[N+:31]([O-:33])=[O:32])=[CH:7][CH:6]=1)(C)(C)C.C([O-])([O-])=O.[K+].[K+].CC1C=CC(S)=CC=1>CN(C=O)C.O>[N+:31]([C:13]1[CH:14]=[C:15]([NH:18][C:19](=[O:30])[C:20]2[CH:25]=[CH:24][CH:23]=[C:22]([C:26]([F:29])([F:27])[F:28])[CH:21]=2)[CH:16]=[CH:17][C:12]=1[S:11][C:8]1[CH:7]=[CH:6][C:5]([CH3:1])=[CH:10][CH:9]=1)([O-:33])=[O:32] |f:1.2.3|. Reported procedure: The product from Example 242b (600 mg, 1.828 mmol) was dissolved in DMF (20 mL) to which K2CO3 (505 mg, 3.656 mmol), and 4-methyl-benzenethiol (227 mg, 1.828 mmol) were added. This reaction mixture was then heated to 80° C. for 1 hr. At this time the reaction mixture was cooled to room temperature, diluted with water, and the title compound collected by filtration (611 mg, 77 Reactants: C(C)OC(C(C)(C)OC1=CC(=C(C=C1)O)F)=O (2-(3-fluoro-4-hydroxy-phenoxy)-2-methyl-propionic acid ethyl ester), ClCC=1C(=NC(=NC1)C1=CC=C(C=C1)C(F)(F)F)C1CC1 (5-chloromethyl-4-cyclopropyl-2-(4-trifluoromethyl-phenyl)-pyrimidine), [I-].[Na+] (sodium iodide). Product: C(C)OC(C(C)(C)OC1=CC(=C(C=C1)OCC=1C(=NC(=NC1)C1=CC=C(C=C1)C(F)(F)F)C1CC1)F)=O (2-{4-[4-cyclopropyl-2-(4-trifluoromethyl-phenyl)-pyrimidin-5-ylmethoxy]-3-fluoro-phenoxy}-2-methyl-propionic acid ethyl ester). RXN SMILES: [CH2:1]([O:3][C:4](=[O:17])[C:5]([O:8][C:9]1[CH:14]=[CH:13][C:12]([OH:15])=[C:11]([F:16])[CH:10]=1)([CH3:7])[CH3:6])[CH3:2].Cl[CH2:19][C:20]1[C:21]([CH:36]2[CH2:38][CH2:37]2)=[N:22][C:23]([C:26]2[CH:31]=[CH:30][C:29]([C:32]([F:35])([F:34])[F:33])=[CH:28][CH:27]=2)=[N:24][CH:25]=1.[I-].[Na+]>>[CH2:1]([O:3][C:4](=[O:17])[C:5]([O:8][C:9]1[CH:14]=[CH:13][C:12]([O:15][CH2:19][C:20]2[C:21]([CH:36]3[CH2:38][CH2:37]3)=[N:22][C:23]([C:26]3[CH:27]=[CH:28][C:29]([C:32]([F:34])([F:35])[F:33])=[CH:30][CH:31]=3)=[N:24][CH:25]=2)=[C:11]([F:16])[CH:10]=1)([CH3:7])[CH3:6])[CH3:2] |f:2.3|. Procedure: In analogy to the procedure described in example 101A], 2-(3-fluoro-4-hydroxy-phenoxy)-2-methyl-propionic acid ethyl ester was reacted with 5-chloromethyl-4-cyclopropyl-2-(4-trifluoromethyl-phenyl)-pyrimidine (example 27F]) in the presence of catalytic amount of sodium iodide to give 2-{4-[4-cyclopropyl-2-(4-trifluoromethyl-phenyl)-pyrimidin-5-ylmethoxy]-3-fluoro-phenoxy}-2-methyl-propionic acid ethyl ester, which was subsequently saponified in analogy to the procedure described in example 101B]...